This data is from the Open Reaction Database (ORD), a public repository of structured organic reaction records. The task is: describe an organic reaction: reactants, conditions, products, and yield Starting materials: CN1CC[C@@]23CCCC[C@@H]2[C@@H]1CC4=C3C=C(C=C4)OC.Br (dextromethorphan HBR), CN1CC[C@@]23CCCC[C@@H]2[C@@H]1CC4=C3C=C(C=C4)OC.Br (dextromethorphan HBr), C1=C(C=C(C(=C1O)O)O)C(=O)OC=2C=C(C=C(C2O)O)C(=O)OC[C@@H]3[C@H]([C@@H]([C@H]([C@@H](O3)OC(=O)C=4C=C(C(=C(C4)OC(=O)C=5C=C(C(=C(C5)O)O)O)O)O)OC(=O)C=6C=C(C(=C(C6)OC(=O)C=7C=C(C(=C(C7)O)O)O)O)O)OC(=O)C=8C=C(C(=C(C8)OC(=O)C=9C=C(C(=C(C9)O)O)O)O)O)OC(=O)C=1C=C(C(=C(C1)OC(=O)C=1C=C(C(=C(C1)O)O)O)O)O (tannic acid). The product is CN1CC[C@@]23CCCC[C@@H]2[C@@H]1CC4=C3C=C(C=C4)OC.C1=C(C=C(C(=C1O)O)O)C(=O)OC2=CC(=CC(=C2O)O)C(=O)OC[C@@H]3[C@H]([C@@H]([C@H]([C@@H](O3)OC(=O)C4=CC(=C(C(=C4)OC(=O)C5=CC(=C(C(=C5)O)O)O)O)O)OC(=O)C6=CC(=C(C(=C6)OC(=O)C7=CC(=C(C(=C7)O)O)O)O)O)OC(=O)C8=CC(=C(C(=C8)OC(=O)C9=CC(=C(C(=C9)O)O)O)O)O)OC(=O)C1=CC(=C(C(=C1)OC(=O)C1=CC(=C(C(=C1)O)O)O)O)O (dextromethorphan tannate). RXN SMILES: [CH3:1][N:2]1[C@H:11]2[CH2:12][C:13]3[CH:18]=[CH:17][C:16]([O:19][CH3:20])=[CH:15][C:14]=3[C@:5]3([C@@H:10]2[CH2:9][CH2:8][CH2:7][CH2:6]3)[CH2:4][CH2:3]1.Br.[CH:22]1[C:27]([OH:28])=[C:26]([OH:29])[C:25]([OH:30])=[CH:24][C:23]=1[C:31]([O:33][C:34]1[CH:35]=[C:36]([C:42]([O:44][CH2:45][C@H:46]2[O:51][C@@H:50]([O:52][C:53]([C:55]3[CH:56]=[C:57]([OH:74])[C:58]([OH:73])=[C:59]([O:61][C:62]([C:64]4[CH:65]=[C:66]([OH:72])[C:67]([OH:71])=[C:68]([OH:70])[CH:69]=4)=[O:63])[CH:60]=3)=[O:54])[C@H:49]([O:75][C:76]([C:78]3[CH:79]=[C:80]([OH:97])[C:81]([OH:96])=[C:82]([O:84][C:85]([C:87]4[CH:88]=[C:89]([OH:95])[C:90]([OH:94])=[C:91]([OH:93])[CH:92]=4)=[O:86])[CH:83]=3)=[O:77])[C@@H:48]([O:98][C:99]([C:101]3[CH:102]=[C:103]([OH:120])[C:104]([OH:119])=[C:105]([O:107][C:108]([C:110]4[CH:111]=[C:112]([OH:118])[C:113]([OH:117])=[C:114]([OH:116])[CH:115]=4)=[O:109])[CH:106]=3)=[O:100])[C@@H:47]2[O:121][C:122]([C:124]2[CH:125]=[C:126]([OH:143])[C:127]([OH:142])=[C:128]([O:130][C:131]([C:133]3[CH:134]=[C:135]([OH:141])[C:136]([OH:140])=[C:137]([OH:139])[CH:138]=3)=[O:132])[CH:129]=2)=[O:123])=[O:43])[CH:37]=[C:38]([OH:41])[C:39]=1[OH:40])=[O:32]>>[CH3:1][N:2]1[C@H:11]2[CH2:12][C:13]3[CH:18]=[CH:17][C:16]([O:19][CH3:20])=[CH:15][C:14]=3[C@:5]3([C@@H:10]2[CH2:9][CH2:8][CH2:7][CH2:6]3)[CH2:4][CH2:3]1.[CH:22]1[C:27]([OH:28])=[C:26]([OH:29])[C:25]([OH:30])=[CH:24][C:23]=1[C:31]([O:33][C:34]1[C:39]([OH:40])=[C:38]([OH:41])[CH:37]=[C:36]([C:42]([O:44][CH2:45][C@H:46]2[O:51][C@@H:50]([O:52][C:53]([C:55]3[CH:60]=[C:59]([O:61][C:62]([C:64]4[CH:69]=[C:68]([OH:70])[C:67]([OH:71])=[C:66]([OH:72])[CH:65]=4)=[O:63])[C:58]([OH:73])=[C:57]([OH:74])[CH:56]=3)=[O:54])[C@H:49]([O:75][C:76]([C:78]3[CH:83]=[C:82]([O:84][C:85]([C:87]4[CH:92]=[C:91]([OH:93])[C:90]([OH:94])=[C:89]([OH:95])[CH:88]=4)=[O:86])[C:81]([OH:96])=[C:80]([OH:97])[CH:79]=3)=[O:77])[C@@H:48]([O:98][C:99]([C:101]3[CH:106]=[C:105]([O:107][C:108]([C:110]4[CH:111]=[C:112]([OH:118])[C:113]([OH:117])=[C:114]([OH:116])[CH:115]=4)=[O:109])[C:104]([OH:119])=[C:103]([OH:120])[CH:102]=3)=[O:100])[C@@H:47]2[O:121][C:122]([C:124]2[CH:129]=[C:128]([O:130][C:131]([C:133]3[CH:138]=[C:137]([OH:139])[C:136]([OH:140])=[C:135]([OH:141])[CH:134]=3)=[O:132])[C:127]([OH:142])=[C:126]([OH:143])[CH:125]=2)=[O:123])=[O:43])[CH:35]=1)=[O:32] |f:0.1,3.4|. Procedure: The filtrate was evaporated to dryness and the resultant solid (about 12 g) was then dried. The dried solid had a melting point of about 121° C. which compared quite closely to the melting point of 123° C. for pure dextromethorphan-HBr which indicated that the tannic acid had not reacted with the dextromethorphan-HBr. A sample of the dried solid was then subject to FTIR analysis and the spectrum which was obtained was then compared to the FTIR spectrum of pure dextromethorphan HBR. The two spect... The reactants are C([O-])(O)=O.[Na+] (sodium bicarbonate), C(C)(C)(C)OC(=O)N1CC(CCC1)(C(C=C)C)NC(=O)OCC1=CC=CC=C1 (3-benzyloxycarbonylamino-3-(1-methylallyl)piperidine-1-carboxylic acid 1-tert-butyl ester), [BH4-].[Na+] (sodium borohydride), O=[O+][O-] (ozone). The solvent is C(Cl)(Cl)Cl.CO (chloroform methanol). Product: C(C)(C)(C)OC(=O)N1CC(CCC1)(C(CO)C)NC(=O)OCC1=CC=CC=C1 (3-benzyloxycarbonylamino-3-(2-hydroxy-1-methylethyl)piperidine-1-carboxylic acid tert-butyl ester). Reaction SMILES: [C:1]([O:5][C:6]([N:8]1[CH2:13][CH2:12][CH2:11][C:10]([NH:18][C:19]([O:21][CH2:22][C:23]2[CH:28]=[CH:27][CH:26]=[CH:25][CH:24]=2)=[O:20])([CH:14]([CH3:17])[CH:15]=C)[CH2:9]1)=[O:7])([CH3:4])([CH3:3])[CH3:2].[O:29]=[O+][O-].[BH4-].[Na+].C(=O)(O)[O-].[Na+]>C(Cl)(Cl)Cl.CO>[C:1]([O:5][C:6]([N:8]1[CH2:13][CH2:12][CH2:11][C:10]([NH:18][C:19]([O:21][CH2:22][C:23]2[CH:28]=[CH:27][CH:26]=[CH:25][CH:24]=2)=[O:20])([CH:14]([CH3:17])[CH2:15][OH:29])[CH2:9]1)=[O:7])([CH3:4])([CH3:3])[CH3:2] |f:2.3,4.5,6.7|. Procedure: A solution of an optically-active compound of 3-benzyloxycarbonylamino-3-(1-methylallyl)piperidine-1-carboxylic acid 1-tert-butyl ester (25.5 g) in chloroform/methanol (250 ml/250 ml) cooled to −78° C. was flowed ozone air for 30 minutes. To the reaction mixture was added sodium borohydride (7.5 g) in small batches, and the mixture was warmed to room temperature. To the mixture was added 5% aqueous sodium bicarbonate solution (250 ml), and the mixture was extracted with chloroform (125 ml). The ... Reactants: CC1(C(=O)c2c[nH]c3ncc(Br)nc23)CCCCC1, CC(C)(C)OC(=O)N1CCN(c2ccc(B3OC(C)(C)C(C)(C)O3)cc2)CC1. The product is CC(C)(C)OC(=O)N1CCN(c2ccc(-c3cnc4[nH]cc(C(=O)C5(C)CCCCC5)c4n3)cc2)CC1. As a reaction SMILES: [Br:1][c:2]1[n:3][c:4]2[c:5]([n:6][cH:7]1)[nH:8][cH:9][c:10]2[C:11](=[O:12])[C:13]1([CH3:19])[CH2:14][CH2:15][CH2:16][CH2:17][CH2:18]1.[C:20]([CH3:21])([CH3:22])([CH3:23])[O:24][C:25](=[O:26])[N:27]1[CH2:28][CH2:29][N:30]([c:33]2[cH:34][cH:35][c:36]([B:39]3[O:40][C:41]([CH3:42])([CH3:43])[C:44]([CH3:45])([CH3:46])[O:47]3)[cH:37][cH:38]2)[CH2:31][CH2:32]1>>[c:2]1(-[c:36]2[cH:35][cH:34][c:33]([N:30]3[CH2:29][CH2:28][N:27]([C:25]([O:24][C:20]([CH3:21])([CH3:22])[CH3:23])=[O:26])[CH2:32][CH2:31]3)[cH:38][cH:37]2)[n:3][c:4]2[c:5]([n:6][cH:7]1)[nH:8][cH:9][c:10]2[C:11](=[O:12])[C:13]1([CH3:19])[CH2:14][CH2:15][CH2:16][CH2:17][CH2:18]1. Starting materials: C(CCC)[Sn](CI)(CCCC)CCCC (tributyl-iodomethyl-tin), [H-].[Na+] (sodium hydride), O1CCCC1 (tetrahydrofuran), CN(CCCCO)C (4-(dimethylamino)-1-butanol). The solvent is CN(C=O)C (N,N-dimethylformamide), C(C)(=O)OCC (ethyl acetate), O (water). Reaction conditions: temperature 45 celsius, time 20 minute. Yields the product CN(CCCCOC[Sn](CCCC)(CCCC)CCCC)C (Dimethyl-(4-tributylstannylmethoxybutyl)amine). Isolated yield 71.7%. Reaction SMILES: [H-].[Na+].O1CCCC1.[CH3:8][N:9]([CH3:15])[CH2:10][CH2:11][CH2:12][CH2:13][OH:14].[CH2:16]([Sn:20]([CH2:27][CH2:28][CH2:29][CH3:30])([CH2:23][CH2:24][CH2:25][CH3:26])[CH2:21]I)[CH2:17][CH2:18][CH3:19]>C(OCC)(=O)C.O.CN(C)C=O>[CH3:8][N:9]([CH3:15])[CH2:10][CH2:11][CH2:12][CH2:13][O:14][CH2:21][Sn:20]([CH2:16][CH2:17][CH2:18][CH3:19])([CH2:27][CH2:28][CH2:29][CH3:30])[CH2:23][CH2:24][CH2:25][CH3:26] |f:0.1|. Procedure: To a mixture of sodium hydride (72%, 232 mg, 7.0 mmol) and tetrahydrofuran (20 ml) was added 4-(dimethylamino)-1-butanol (0.82 g, 7.0 mmol) at 0° C. (external temperature), and the reaction mixture was stirred at 45° C. for 20 minutes. Then, the reaction mixture was cooled at 0° C. (external temperature). To the reaction mixture was added dropwise a mixture of tributyl-iodomethyl-tin (2.0 g, 4.6 mmol) and N,N-dimethylformamide (20 ml) at the same temperature. Then, the reaction mixture was stirr...